This data is from the Open Reaction Database (ORD), a public repository of structured organic reaction records. The task is: describe an organic reaction: reactants, conditions, products, and yield The reactants are NC1=C(C=C(C=C1)Cl)S(=O)(=O)N (2-amino-5-chlorobenzenesulfonamide), CN(CCC1CCC(CC1)=O)C (4-(2-dimethylaminoethyl)cyclohexanone). Run in Cl (HCl). The product is CN(CCC1CCC2(CC1)NS(C1=C(N2)C=CC(=C1)Cl)(=O)=O)C (4'-(2-Dimethylaminoethyl)-7-chlorospiro[2H-1,2,4-benzothiadiazine-3(4H),1'-cyclohexane]-1,1-dioxide). Reaction SMILES: [NH2:1][C:2]1[CH:7]=[CH:6][C:5]([Cl:8])=[CH:4][C:3]=1[S:9]([NH2:12])(=[O:11])=[O:10].[CH3:13][N:14]([CH3:24])[CH2:15][CH2:16][CH:17]1[CH2:22][CH2:21][C:20](=O)[CH2:19][CH2:18]1>Cl>[CH3:24][N:14]([CH3:13])[CH2:15][CH2:16][CH:17]1[CH2:22][CH2:21][C:20]2([NH:1][C:2]3[CH:7]=[CH:6][C:5]([Cl:8])=[CH:4][C:3]=3[S:9](=[O:11])(=[O:10])[NH:12]2)[CH2:19][CH2:18]1. Procedure: A mixture of 2-amino-5-chlorobenzenesulfonamide (8.0 g., 0.039 mole) and 4-(2-dimethylaminoethyl)cyclohexanone (13.5 g., 0.08 mole) in 0.6 N ethanolic HCl (110 ml.) is heated at reflux 18 hours. The solvent is evaporated at reduced pressure and the residue dissolved in water (100 ml.) and neutralized with sodium hydroxide to precipitate 4'-(2-dimethylaminoethyl)-7-chlorospiro-[2H-1,2,4-benzothiadiazine-3(4H),1'-cyclohexane]-1,1-dioxide hemisemihydrate which melts at 234°-5° C. after recrystalliz... The reactants are C(C)O (ethanol), C(=O)[O-].[NH4+] (ammonium formate), C(=O)O (Formic acid), C(C1=CC=CC=C1)O (benzyl alcohol). Reagents/catalysts: [Pd] (Pd/C). Solvent: O (water). Run at temperature 80 celsius, time 20 minute. The product is COC(C)C1=CC=CC=C1 (1-Methoxy-1-phenylethane). Isolated yield 60.0%. As a reaction SMILES: [CH2:1]([OH:3])[CH3:2].C([O-])=O.[NH4+].[CH:8](O)=O.C(O)[C:12]1[CH:17]=[CH:16][CH:15]=[CH:14][CH:13]=1>[Pd].O>[CH3:8][O:3][CH:1]([C:12]1[CH:17]=[CH:16][CH:15]=[CH:14][CH:13]=1)[CH3:2] |f:1.2|. Reported procedure: Pd/C (5 mol %) is weighed into a reaction flask. A solvent mixture consisting of ethanol and water (4:1) and ammonium formate (30 mol %) is added, the reaction flask is capped with a rubber septa and the mixture is heated (80° C.) for 2 minutes. Formic acid (3 equivalents) and then benzyl alcohol are added by syringe. The reaction is run for 20 minutes and the reaction is quenched with brine. The product is extracted by DCM and the organic phase is dried by Na2SO4. The product ethylbenzene was a... The reactants are C1(=CC=CC=C1)N1N=C(C(C1=O)C(CC(C)=O)=O)C (1-[1-phenyl-3-methyl-5-oxo-4,5-dihydro-1H-pyrazol-4-yl]-butane-1,3-dione), Cl.Cl.OC=1C=C(CNN)C=CC1 (3-hydroxybenzyl hydrazine dihydrochloride). The product is OC=1C=C(CN2N=C(C=C2C2=C(N(N=C2C)C2=CC=CC=C2)O)C)C=CC1 (2-(3-Hydroxy-benzyl)-5,5′-dimethyl-2′-phenyl-2H,2′H-[3,4′]bipyrazolyl-3′-ol). Reaction SMILES: [C:1]1([N:7]2[C:11](=[O:12])[CH:10]([C:13](=O)[CH2:14][C:15](=O)[CH3:16])[C:9]([CH3:19])=[N:8]2)[CH:6]=[CH:5][CH:4]=[CH:3][CH:2]=1.Cl.Cl.[OH:22][C:23]1[CH:24]=[C:25]([CH:29]=[CH:30][CH:31]=1)[CH2:26][NH:27][NH2:28]>>[OH:22][C:23]1[CH:24]=[C:25]([CH:29]=[CH:30][CH:31]=1)[CH2:26][N:27]1[C:13]([C:10]2[C:9]([CH3:19])=[N:8][N:7]([C:1]3[CH:6]=[CH:5][CH:4]=[CH:3][CH:2]=3)[C:11]=2[OH:12])=[CH:14][C:15]([CH3:16])=[N:28]1 |f:1.2.3|. Procedure: Prepare the title compound from 1-[1-phenyl-3-methyl-5-oxo-4,5-dihydro-1H-pyrazol-4-yl]-butane-1,3-dione and 3-hydroxybenzyl hydrazine dihydrochloride according to the procedure of Example 28. The reactants are CCCP(=O)(O)O, Cn1ncc(C(=O)O)c1C(=O)Nc1ccn2nc(-c3ccccc3)nc2c1, COC1CNC1, CCN(C(C)C)C(C)C, Cl, C1CCOC1. Yields the product COC1CN(C(=O)c2cnn(C)c2C(=O)Nc2ccn3nc(-c4ccccc4)nc3c2)C1. Reaction SMILES: [CH2:44]([P:45]([OH:46])([OH:47])=[O:48])[CH2:49][CH3:50].[CH3:1][n:2]1[n:3][cH:4][c:5]([C:25](=[O:26])[OH:27])[c:6]1[C:7]([NH:8][c:9]1[cH:10][c:11]2[n:12]([cH:13][cH:14]1)[n:15][c:16](-[c:18]1[cH:19][cH:20][cH:21][cH:22][cH:23]1)[n:17]2)=[O:24].[CH3:29][O:30][CH:31]1[CH2:32][NH:33][CH2:34]1.[CH:35]([N:36]([CH:37]([CH3:38])[CH3:39])[CH2:40][CH3:41])([CH3:42])[CH3:43].[ClH:28].[O:51]1[CH2:52][CH2:53][CH2:54][CH2:55]1>>[CH3:1][n:2]1[n:3][cH:4][c:5]([C:25](=[O:26])[N:33]2[CH2:32][CH:31]([O:30][CH3:29])[CH2:34]2)[c:6]1[C:7]([NH:8][c:9]1[cH:10][c:11]2[n:12]([cH:13][cH:14]1)[n:15][c:16](-[c:18]1[cH:19][cH:20][cH:21][cH:22][cH:23]1)[n:17]2)=[O:24]. Starting materials: C(C)(C)(C)OC(=O)NC=1C=C2C=3CC(CCC3N(C2=CC1)[Si](C(C)C)(C(C)C)C(C)C)N(C)C (6-(t-butoxycarbonyl)amino-3-(dimethyl)amino-9-triisopropylsilyl-1,2,3,4-tetrahydro-9H-carbazole), B(O)(O)O (boric acid), C(C(O)C(O)C(=O)O)(=O)O (tartaric acid), [F-].C(CCC)[N+](CCCC)(CCCC)CCCC (tetrabutylammonium fluoride). The solvent is O1CCCC1 (tetrahydrofuran). Yields the product C(C)(C)(C)OC(=O)NC=1C=C2C=3CC(CCC3NC2=CC1)N(C)C (6-(t-butoxycarbonyl)amino-3-(dimethyl)amino-1,2,3,4-tetrahydro-9H-carbazole). The yield is 82.1%. RXN SMILES: [C:1]([O:5][C:6]([NH:8][C:9]1[CH:10]=[C:11]2[C:19](=[CH:20][CH:21]=1)[N:18]([Si](C(C)C)(C(C)C)C(C)C)[C:17]1[CH2:16][CH2:15][CH:14]([N:32]([CH3:34])[CH3:33])[CH2:13][C:12]2=1)=[O:7])([CH3:4])([CH3:3])[CH3:2].B(O)(O)O.[F-].C([N+](CCCC)(CCCC)CCCC)CCC.C(O)(=O)C(C(C(O)=O)O)O>O1CCCC1>[C:1]([O:5][C:6]([NH:8][C:9]1[CH:10]=[C:11]2[C:19](=[CH:20][CH:21]=1)[NH:18][C:17]1[CH2:16][CH2:15][CH:14]([N:32]([CH3:34])[CH3:33])[CH2:13][C:12]2=1)=[O:7])([CH3:4])([CH3:3])[CH3:2] |f:2.3|. Reported procedure: To a solution of 0.44 gm (0.91 mMol) 6-(t-butoxycarbonyl)amino-3-(dimethyl)amino-9-triisopropylsilyl-1,2,3,4-tetrahydro-9H-carbazole in 10 mL tetrahydrofuran at 0° C. were added 0.30 gm boric acid followed by 1.5 mL 1M aqueous tetrabutylammonium fluoride. After 3 hours the reaction mixture was added to dilute aqueous tartaric acid and the resulting mixture extracted several times with dichloromethane. The remaining aqueous phase was made basic with dilute aqueous sodium hydroxide and extracted w...